This data is from the Open Reaction Database (ORD), a public repository of structured organic reaction records. The task is: describe an organic reaction: reactants, conditions, products, and yield Starting materials: CN1CCNCC1 (N-methyl piperazine), C([O-])([O-])=O.[Na+].[Na+] (sodium carbonate), C(C=C)(=O)Cl (acryloyl choride), crude product, CN1CCNCC1.C(Cl)Cl (N-methyl piperazine methylene chloride). The solvent is C(Cl)Cl (methylene chloride), C(Cl)Cl (methylene chloride). Conditions: time 2 hour. The product is C(C=C)(=O)N1CCN(CC1)C (1-Acryloyl-4-Methyl Piperazine). As a reaction SMILES: [C:1](Cl)(=[O:4])[CH:2]=[CH2:3].[CH3:6][N:7]1[CH2:12][CH2:11][NH:10][CH2:9][CH2:8]1.CN1CCNCC1.C(Cl)Cl.C(=O)([O-])[O-].[Na+].[Na+]>C(Cl)Cl>[C:1]([N:10]1[CH2:11][CH2:12][N:7]([CH3:6])[CH2:8][CH2:9]1)(=[O:4])[CH:2]=[CH2:3] |f:2.3,4.5.6|. Procedure: A mixture of acryloyl choride (102.0 g, 1.13 moles) in methylene chloride (100 ml) was added dropwise into a solution of N-methyl piperazine (86.0 g, 0.86 moles) in methylene chloride (450 ml) over a period of one hour. During the addition, the temperature of the N-methyl piperazine/methylene chloride was kept below 25° C. After the addition was complete, the reaction mixture was stirred at room temperature for two hours. The reraction mixture was neutralized with 260 g of 17% sodium carbonate s... The reactants are CCCCOC(=O)C1C(N2C(=O)c3ccccc3C2=O)C(=O)N1Cc1ccc(OC)cc1OC, ClCCl, CNN. The product is CCCCOC(=O)C1C(N)C(=O)N1Cc1ccc(OC)cc1OC. Reaction SMILES: [CH2:1]([CH2:2][CH2:3][CH3:4])[O:5][C:6](=[O:7])[CH:8]1[CH:9]([N:24]2[C:25](=[O:26])[c:27]3[cH:28][cH:29][cH:30][cH:31][c:32]3[C:33]2=[O:34])[C:10](=[O:23])[N:11]1[CH2:12][c:13]1[c:14]([O:21][CH3:22])[cH:15][c:16]([O:19][CH3:20])[cH:17][cH:18]1.[CH2:38]([Cl:39])[Cl:40].[CH3:35][NH:36][NH2:37]>>[CH2:1]([CH2:2][CH2:3][CH3:4])[O:5][C:6](=[O:7])[CH:8]1[CH:9]([NH2:24])[C:10](=[O:23])[N:11]1[CH2:12][c:13]1[c:14]([O:21][CH3:22])[cH:15][c:16]([O:19][CH3:20])[cH:17][cH:18]1. Solvent: C(Cl)Cl (DCM). As a reaction SMILES: [Cl:1][C:2]1[CH:3]=[C:4]([CH:39]=[CH2:40])[C:5]([C:8]([NH:10][C:11]2[CH:12]=[CH:13][C:14]3[O:36][CH2:35][CH2:34][C@H:17]4[S:18](=[O:33])(=[O:32])[C:19]([CH3:31])([CH3:30])[C:20]([NH:22][C:23](=[O:29])[O:24][C:25]([CH3:28])([CH3:27])[CH3:26])=[N:21][C@:16]4([CH3:37])[C:15]=3[CH:38]=2)=[O:9])=[N:6][CH:7]=1.[H][H]>C(Cl)Cl.[Pd]>[Cl:1][C:2]1[CH:3]=[C:4]([CH2:39][CH3:40])[C:5]([C:8]([NH:10][C:11]2[CH:12]=[CH:13][C:14]3[O:36][CH2:35][CH2:34][C@H:17]4[S:18](=[O:32])(=[O:33])[C:19]([CH3:31])([CH3:30])[C:20]([NH:22][C:23](=[O:29])[O:24][C:25]([CH3:26])([CH3:27])[CH3:28])=[N:21][C@:16]4([CH3:37])[C:15]=3[CH:38]=2)=[O:9])=[N:6][CH:7]=1. Reported procedure: A mixture of tert-butyl ((4aR,11bR)-10-(5-chloro-3-vinylpicolinamido)-3,3,11b-trimethyl-4,4-dioxido-4a,5,6,11b-tetrahydro-3H-benzo[6,7]oxepino[4,5-b][1,4]thiazin-2-yl)carbamate (0.11 g, 0.19 mmol) and palladium, 10% wt. on activated carbon (0.060 g, 0.056 mmol) in DCM (1.0 ml) was stirred under a balloon of hydrogen at room temperature for 12 h. The reaction mixture was absorbed onto a plug of silica gel and purified by chromatography through a Redi-Sep pre-packed silica gel column (12 g), eluti... Yields the product ClC=1C=C(C(=NC1)C(=O)NC=1C=CC2=C([C@@]3([C@H](S(C(C(=N3)NC(OC(C)(C)C)=O)(C)C)(=O)=O)CCO2)C)C1)CC (tert-butyl ((4aR,11bR)-10-(5-chloro-3-ethylpicolinamido)-3,3,11b-trimethyl-4,4-dioxido-4a,5,6,11b-tetrahydro-3H-benzo[6,7]oxepino[4,5-b][1,4]thiazin-2-yl)carbamate). Reactants: ClC=1C=C(C(=NC1)C(=O)NC=1C=CC2=C([C@@]3([C@H](S(C(C(=N3)NC(OC(C)(C)C)=O)(C)C)(=O)=O)CCO2)C)C1)C=C (tert-butyl ((4aR,11bR)-10-(5-chloro-3-vinylpicolinamido)-3,3,11b-trimethyl-4,4-dioxido-4a,5,6,11b-tetrahydro-3H-benzo[6,7]oxepino[4,5-b][1,4]thiazin-2-yl)carbamate), [H][H] (hydrogen). The reagents and catalysts are [Pd] (palladium). Starting materials: ClC1=CC=2N(C=C1)C(=CN2)I (7-Chloro-3-iodoimidazo[1,2-a]pyridine), CN(C)C1=CC=CC=C1C2=CC=CC=C2P(C3CCCCC3)C4CCCCC4 (DavePhos), C([O-])([O-])=O.[Cs+].[Cs+] (cesium carbonate), C(C(C)(C)C)(=O)O (pivalic acid), C(C)(=O)NC=1SC=CN1 (2-acetamidothiazole). The reagents and catalysts are C(C)(=O)[O-].[Pd+2].C(C)(=O)[O-] (palladium acetate). Run in CC(=O)N(C)C (dimethylacetamide). Conditions: temperature 110 celsius. Yields the product Cl.ClC1=CC=2N(C=C1)C(=CN2)C2=CN=C(S2)NC(=O)NCC (1-[5-(7-Chloro-imidazo[1,2-a]pyridin-3-yl)-thiazol-2-yl]-3-ethyl-urea hydrochloride). Reaction SMILES: [Cl:1][C:2]1[CH:7]=[CH:6][N:5]2[C:8](I)=[CH:9][N:10]=[C:4]2[CH:3]=1.C[N:13]([C:15]1C(C2C(P(C3CCCCC3)C3CCCCC3)=CC=CC=2)=CC=C[CH:16]=1)C.C(=O)([O-])[O-].[Cs+].[Cs+].C(O)(=O)C(C)(C)C.[C:53]([NH:56][C:57]1[S:58][CH:59]=[CH:60][N:61]=1)(=[O:55])C>C([O-])(=O)C.[Pd+2].C([O-])(=O)C.CC(N(C)C)=O>[ClH:1].[Cl:1][C:2]1[CH:7]=[CH:6][N:5]2[C:8]([C:59]3[S:58][C:57]([NH:56][C:53]([NH:13][CH2:15][CH3:16])=[O:55])=[N:61][CH:60]=3)=[CH:9][N:10]=[C:4]2[CH:3]=1 |f:2.3.4,7.8.9,11.12|. Reported procedure: A mixture of the iodide (From Procedure A2, 1.06 g, 3.81 mmol), palladium acetate (catalytic amount), DavePhos (catalytic amount), cesium carbonate (1.86 g, 5.71 mmol), pivalic acid (583 mg, 5.71 mmol), dimethylacetamide (20 ml) and 2-acetamidothiazole (1.56 g, 9.52 mmol) was heated to 110° C. under nitrogen overnight. The reaction was then allowed to cool. The reaction was filtered under suction washing with ethyl acetate and water. These solids were discarded and the liquors were re-filtered t... The reactants are O (water), NC1=CC=CC=C1 (aniline), BrCC1=C(C2=CC=CC=C2C=C1)B1OC(C(O1)(C)C)(C)C (2-[2-(bromomethyl)-1-naphthyl]-4,4,5,5-tetramethyl-1,3,2-dioxaborolane), C(=O)([O-])[O-].[K+].[K+] (K2CO3). Run in CN(C)C=O (DMF). Conditions: temperature 80 celsius, time 12 hour. Product: CC1(OB(OC1(C)C)C1=C(C=CC2=CC=CC=C12)CNC1=CC=CC=C1)C (N-{[1-(4,4,5,5-Tetramethyl-1,3,2-dioxaborolan-2-yl)-2-naphthyl]methyl}-aniline). RXN SMILES: [NH2:1][C:2]1[CH:7]=[CH:6][CH:5]=[CH:4][CH:3]=1.Br[CH2:9][C:10]1[CH:19]=[CH:18][C:17]2[C:12](=[CH:13][CH:14]=[CH:15][CH:16]=2)[C:11]=1[B:20]1[O:24][C:23]([CH3:26])([CH3:25])[C:22]([CH3:28])([CH3:27])[O:21]1.C([O-])([O-])=O.[K+].[K+].O>CN(C=O)C>[CH3:25][C:23]1([CH3:26])[C:22]([CH3:27])([CH3:28])[O:21][B:20]([C:11]2[C:12]3[C:17](=[CH:16][CH:15]=[CH:14][CH:13]=3)[CH:18]=[CH:19][C:10]=2[CH2:9][NH:1][C:2]2[CH:7]=[CH:6][CH:5]=[CH:4][CH:3]=2)[O:24]1 |f:2.3.4|. Procedure details: A mixture of 12.0 g (129 mmol) of aniline, 30.0 g (86.5 mmol) of 2-[2-(bromomethyl)-1-naphthyl]-4,4,5,5-tetramethyl-1,3,2-dioxaborolane, and 13.1 g (94.9 mmol) of K2CO3 in 500 cm3 of DMF was stirred for 12 h at 80° C. The resulting mixture was poured into 1000 cm3 of water. The product was extracted with 3×200 ml of ethyl acetate. The combined extract was dried over MgSO4 and then evaporated to dryness. An excess of aniline was distilled off using Kugelrohr apparatus. Yield 25.3 g (82%). Anal. c... Starting materials: C([O-])(O)=O.[Na+] (sodium bicarbonate), ClC1=CC(=CC=C1)C(=O)OO (m-chloroperbenzoic acid), CC(C(=O)OC)(C(CCC=C(CCC=C(C)C)C)=O)C (methyl 2,2,7,11-tetramethyl-3-oxo-6,10-dodecadienoate). The solvent is C(Cl)Cl (methylene chloride), C(Cl)Cl (methylene chloride). Run at temperature -50 celsius, time 1 hour. The product is O1C(CCC(=CCCC(C(C(=O)OC)(C)C)=O)C)C1(C)C (methyl 10-epoxy-2,2,7,11-tetramethyl-3-oxo-6-dodecenoate). Yield: 43.1%. Reaction SMILES: ClC1C=CC=C(C(OO)=[O:9])C=1.[CH3:12][C:13]([CH3:31])([C:18](=[O:30])[CH2:19][CH2:20][CH:21]=[C:22]([CH3:29])[CH2:23][CH2:24][CH:25]=[C:26]([CH3:28])[CH3:27])[C:14]([O:16][CH3:17])=[O:15].C(=O)(O)[O-].[Na+]>C(Cl)Cl>[O:9]1[C:26]([CH3:28])([CH3:27])[CH:25]1[CH2:24][CH2:23][C:22]([CH3:29])=[CH:21][CH2:20][CH2:19][C:18](=[O:30])[C:13]([CH3:31])([CH3:12])[C:14]([O:16][CH3:17])=[O:15] |f:2.3|. Procedure: A solution of 1.32 g of m-chloroperbenzoic acid in 50 ml of methylene chloride was added to a solution of 1.93 g of the product of Step A in 50 ml of methylene chloride cooled to -50° C. and the mixture was stirred for 1 hour at -40° C. and 21/2 hours at -5° C. The mixture was poured into a saturated aqueous sodium bicarbonate solution and the organic phase was decanted. The aqueous phase was extracted with methylene chloride and the combined organic phases were washed with water, dried over sod...